Dataset: the Open Reaction Database (ORD), a public repository of structured organic reaction records. Task: describe an organic reaction: reactants, conditions, products, and yield Reactants: CN(CC(F)(F)F)c1ccc(N)cn1, Cc1nn(-c2ccccc2)nc1C(=O)O. Product: Cc1nn(-c2ccccc2)nc1C(=O)Nc1ccc(N(C)CC(F)(F)F)nc1. Reaction SMILES: [CH3:16][N:17]([c:18]1[n:19][cH:20][c:21]([NH2:24])[cH:22][cH:23]1)[CH2:25][C:26]([F:27])([F:28])[F:29].[CH3:1][c:2]1[c:3]([C:13](=[O:14])[OH:15])[n:4][n:5](-[c:7]2[cH:8][cH:9][cH:10][cH:11][cH:12]2)[n:6]1>>[CH3:1][c:2]1[c:3]([C:13](=[O:15])[NH:24][c:21]2[cH:20][n:19][c:18]([N:17]([CH3:16])[CH2:25][C:26]([F:27])([F:28])[F:29])[cH:23][cH:22]2)[n:4][n:5](-[c:7]2[cH:8][cH:9][cH:10][cH:11][cH:12]2)[n:6]1. Starting materials: O=C([O-])[O-], CCOC(=O)Cc1c(F)cc(C(=O)OCC)c(F)c1F, CC(C)(C)[O-], CS(C)=O, CCOC(C)=O, CC(C)(C)OC(=O)CCl, Cl, [K+], [K+], [K+], [Na+], O, [SH-]. The product is CCOC(=O)Cc1c(F)cc2c(c1F)SC(C(=O)OC(C)(C)C)C2=O. RXN SMILES: [C:21](=[O:22])([O-:23])[O-:24].[CH2:1]([O:2][C:4](=[O:5])[c:6]1[c:7]([F:3])[c:8]([F:19])[c:9]([CH2:13][C:14](=[O:15])[O:16][CH2:17][CH3:18])[c:10]([F:12])[cH:11]1)[CH3:20].[CH3:38][C:39]([CH3:40])([O-:41])[CH3:42].[CH3:45][S:46](=[O:47])[CH3:48].[CH3:49][CH2:50][O:51][C:52](=[O:53])[CH3:54].[Cl:29][CH2:30][C:31](=[O:32])[O:33][C:34]([CH3:35])([CH3:36])[CH3:37].[ClH:44].[K+:25].[K+:26].[K+:43].[Na+:28].[OH2:55].[SH-:27]>>[C:4]1(=[O:5])[c:6]2[c:7]([c:8]([F:19])[c:9]([CH2:13][C:14](=[O:15])[O:16][CH2:17][CH3:18])[c:10]([F:12])[cH:11]2)[S:27][CH:30]1[C:31](=[O:32])[O:33][C:34]([CH3:35])([CH3:36])[CH3:37]. The reactants are C(=O)(O)[O-].[Na+] (NaHCO3), Cl.FC(C=1NC2=CC=C(C=C2C1)CN)(F)F ({[2-(trifluoromethyl)-1H-indol-5-yl]methyl}amine hydrochloride), Cl.FC(C=1NC2=CC=C(C=C2C1)CN)(F)F ({[2-(trifluoromethyl)-1H-indol-5-yl]methyl}amine hydrochloride), BrC1=CC=C(C=N1)C(=O)O (6-bromo-3-pyridinecarboxylic acid), C(CCl)Cl (EDC), C=1C=CC2=C(C1)N=NN2O (HOBT), CCN(C(C)C)C(C)C (DIPEA). Solvent: C(Cl)Cl (DCM). Reaction conditions: time 18 hour. Yields the product BrC1=CC=CC(=N1)C(=O)NCC=1C=C2C=C(NC2=CC1)C(F)(F)F (6-bromo-N-{[2-(Trifluoromethyl)-1H-indol-5-yl]methyl}-2-Pyridinecarboxamide). Reaction SMILES: Cl.[F:2][C:3]([F:16])([F:15])[C:4]1[NH:5][C:6]2[C:11]([CH:12]=1)=[CH:10][C:9]([CH2:13][NH2:14])=[CH:8][CH:7]=2.[Br:17][C:18]1[N:23]=[CH:22][C:21](C(O)=O)=[CH:20][CH:19]=1.C(Cl)CCl.C1C=CC2N(O)N=NC=2C=1.CCN(C(C)C)C(C)C.[C:50]([O-])(O)=[O:51].[Na+]>C(Cl)Cl>[Br:17][C:18]1[N:23]=[C:22]([C:50]([NH:14][CH2:13][C:9]2[CH:10]=[C:11]3[C:6](=[CH:7][CH:8]=2)[NH:5][C:4]([C:3]([F:2])([F:15])[F:16])=[CH:12]3)=[O:51])[CH:21]=[CH:20][CH:19]=1 |f:0.1,6.7|. Reported procedure: A mixture of {[2-(trifluoromethyl)-1H-indol-5-yl]methyl}amine hydrochloride (Intermediate 5, 1 g, 3.99 mmol), 6-bromo-3-pyridinecarboxylic acid (Matrix Scientific; 0.887 g, 4.39 mmol), EDC (0.841 g, 4.39 mmol), HOBT (0.672 g, 4.39 mmol) and DIPEA (2.8 mL, 16.03 mmol) in DCM (50 mL) was stirred at room temperature for 18 hrs. The mixture was stirred well with saturated aqueous NaHCO3 solution, the organics separated and the aqueous further extracted (EtOAC×3). The combined organics were dried (Ph... The reactants are CC1(C(N(C(N1CCCCCCCCCS(=O)CCCC(C(F)(F)F)(F)F)=O)C1=CC(=C(C=C1)[N+](=O)[O-])C(F)(F)F)=O)C (5,5-dimethyl-3-[4-nitro-3-(trifluoromethyl)phenyl]-1-{9-[(4,4,5,5,5-pentafluoropentyl)sulphinyl]nonyl}imidazolidine-2,4-dione), CC1(C(N(C(N1CCCCCCCCCSCCCC(F)(F)F)=O)C1=CC(=C(C=C1)[N+](=O)[O-])C(F)(F)F)=O)C (5,5-dimethyl-3-[4-nitro-3-(trifluoromethyl)phenyl]-1-{9-[(4,4,4-trifluorobutyl)thio]nonyl}imidazolidine-2,4-dione). Product: CC1(C(N(C(N1CCCCCCCCCS(=O)CCCC(F)(F)F)=O)C1=CC(=C(C=C1)[N+](=O)[O-])C(F)(F)F)=O)C (5,5-dimethyl-3-[4-nitro-3-(trifluoromethyl)phenyl]-1-{9-[(4,4,4-trifluorobutyl)sulphinyl]nonyl}imidazolidine-2,4-dione). The yield is 73.0%. RXN SMILES: [CH3:1][C:2]1([CH3:43])[N:6]([CH2:7][CH2:8][CH2:9][CH2:10][CH2:11][CH2:12][CH2:13][CH2:14][CH2:15][S:16]([CH2:18][CH2:19][CH2:20][C:21]([F:27])([F:26])C(F)(F)F)=[O:17])[C:5](=[O:28])[N:4]([C:29]2[CH:34]=[CH:33][C:32]([N+:35]([O-:37])=[O:36])=[C:31]([C:38]([F:41])([F:40])[F:39])[CH:30]=2)[C:3]1=[O:42].CC1(C)N(CCCCCCCCCSCCCC(F)(F)[F:64])C(=O)N(C2C=CC([N+]([O-])=O)=C(C(F)(F)F)C=2)C1=O>>[CH3:43][C:2]1([CH3:1])[N:6]([CH2:7][CH2:8][CH2:9][CH2:10][CH2:11][CH2:12][CH2:13][CH2:14][CH2:15][S:16]([CH2:18][CH2:19][CH2:20][C:21]([F:27])([F:64])[F:26])=[O:17])[C:5](=[O:28])[N:4]([C:29]2[CH:34]=[CH:33][C:32]([N+:35]([O-:37])=[O:36])=[C:31]([C:38]([F:40])([F:41])[F:39])[CH:30]=2)[C:3]1=[O:42]. Procedure details: The experimental protocol used is the same as that described for the synthesis of the compound of Example 2, the compound of Example 12 replacing the compound of Example 1. A pale yellow oil is obtained with a yield of 73% (140 mg). Reactants: O (Water), N(=[N+]=[N-])C1=CC=C(C(=O)NCC2=CC=CC=C2)C=C1 (4-Azido-N-benzylbenzamide), O=C(CC(=O)OCC)CCC (ethyl 3-oxohexanoate), [O-]CC.[Na+] (sodium ethoxide). Solvent: C(C)O (ethanol), C(C)O (ethanol). Conditions: time 10 minute. Yields the product C(C1=CC=CC=C1)NC(=O)C1=CC=C(C=C1)N1N=NC(=C1CCC)C(=O)O (1-{4-[(benzylamino)carbonyl]phenyl}-5-propyl-1H-1,2,3-triazole-4-carboxylic acid). Yield: 91.3%. RXN SMILES: [N:1]([C:4]1[CH:19]=[CH:18][C:7]([C:8]([NH:10][CH2:11][C:12]2[CH:17]=[CH:16][CH:15]=[CH:14][CH:13]=2)=[O:9])=[CH:6][CH:5]=1)=[N+:2]=[N-:3].O=[C:21]([CH2:28][CH2:29][CH3:30])[CH2:22][C:23]([O:25]CC)=[O:24].[O-]CC.[Na+].O>C(O)C>[CH2:11]([NH:10][C:8]([C:7]1[CH:18]=[CH:19][C:4]([N:1]2[C:21]([CH2:28][CH2:29][CH3:30])=[C:22]([C:23]([OH:25])=[O:24])[N:3]=[N:2]2)=[CH:5][CH:6]=1)=[O:9])[C:12]1[CH:17]=[CH:16][CH:15]=[CH:14][CH:13]=1 |f:2.3|. Procedure: 4-Azido-N-benzylbenzamide obtained in Example 58a) and ethyl 3-oxohexanoate (1.08 ml, 6.44 mmol, 1.25 eq.) were dissolved in ethanol (20 ml), sodium ethoxide (487 mg, 6.44 mmol, 1.25 eq.) was added, and the mixture was stirred at room temperature for 10 min, and then at 60° C. for 14 hr. Water (20 ml) was added to the reaction mixture, ethanol was evaporated, and the residue was diluted with 2% aqueous sodium carbonate solution (20 ml) and washed with ethyl acetate-hexane (2:1, 50 ml). The organ... Reactants: BrN1C(CCC1=O)=O (N-bromosuccinimide), C(CCC)C=1NC(=C(N1)CO)CO (2-butyl-4,5-bis(hydroxymethyl) imidazole), C(C)O (ethanol). The solvent is O1CCOCC1 (dioxane). Procedure details: 3.56 Grams (20 mmol) of the N-bromosuccinimide was added to a solution consisting of 3.68 g (20.0 mmol) of the 2-butyl-4,5-bis(hydroxymethyl) imidazole, 40 ml of ethanol and 15 ml of dioxane maintained at a temperature of 45° to 50° C. with stirring. The mixture was further reacted at the same temperature for 30 minutes with stirring, and then the solvent was distilled off under reduced pressure. The obtained reaction product was washed with water and was recrystallized from acetonitrile to obta... Reaction SMILES: [Br:1]N1C(=O)CCC1=O.[CH2:9]([C:13]1[NH:14][C:15]([CH2:20][OH:21])=[C:16](CO)[N:17]=1)[CH2:10][CH2:11][CH3:12].C(O)C>O1CCOCC1>[CH2:9]([C:13]1[NH:14][C:15]([CH2:20][OH:21])=[C:16]([Br:1])[N:17]=1)[CH2:10][CH2:11][CH3:12]. Product: C(CCC)C=1NC(=C(N1)Br)CO (2-butyl-4-bromo-5-(hydroxymethyl) imidazole). Reactants: CCOC(=O)c1nc(-c2ccc([N+](=O)[O-])cc2)[nH]c1-c1cccc(OC)c1, CCO, [Na+], [OH-]. Yields the product COc1cccc(-c2[nH]c(-c3ccc([N+](=O)[O-])cc3)nc2C(=O)O)c1. As a reaction SMILES: [CH3:1][O:2][c:3]1[cH:4][c:5](-[c:9]2[c:10]([C:23](=[O:24])[O:25][CH2:26][CH3:27])[n:11][c:12](-[c:14]3[cH:15][cH:16][c:17]([N+:20](=[O:21])[O-:22])[cH:18][cH:19]3)[nH:13]2)[cH:6][cH:7][cH:8]1.[CH3:30][CH2:31][OH:32].[Na+:29].[OH-:28]>>[CH3:1][O:2][c:3]1[cH:4][c:5](-[c:9]2[c:10]([C:23](=[O:24])[OH:25])[n:11][c:12](-[c:14]3[cH:15][cH:16][c:17]([N+:20](=[O:21])[O-:22])[cH:18][cH:19]3)[nH:13]2)[cH:6][cH:7][cH:8]1. Reactants: CC(OCC)=O (EA), COC(C1=C(C=CC(=C1)O)Br)=O (2-Bromo-5-hydroxy-benzoic acid methyl ester), C(=O)([O-])[O-].[K+].[K+] (K2CO3), C1=CC=C(C=C1)CBr (BnBr). The solvent is CN(C)C=O (DMF), O (H2O). Reaction conditions: time 5 hour. The product is COC(C1=C(C=CC(=C1)OCC1=CC=CC=C1)Br)=O (5-Benzyloxy-2-bromo-benzoic acid methyl ester). Yield: 89.7%. Reaction SMILES: [CH3:1][O:2][C:3](=[O:12])[C:4]1[CH:9]=[C:8]([OH:10])[CH:7]=[CH:6][C:5]=1[Br:11].C([O-])([O-])=O.[K+].[K+].[CH:19]1[CH:24]=[CH:23][C:22]([CH2:25]Br)=[CH:21][CH:20]=1.CC(=O)OCC>CN(C=O)C.O>[CH3:1][O:2][C:3](=[O:12])[C:4]1[CH:9]=[C:8]([O:10][CH2:25][C:22]2[CH:23]=[CH:24][CH:19]=[CH:20][CH:21]=2)[CH:7]=[CH:6][C:5]=1[Br:11] |f:1.2.3|. Reported procedure: To a solution of 2-Bromo-5-hydroxy-benzoic acid methyl ester (80 g, 347 mmol) and K2CO3 (71.9 g, 520 mmol) in DMF (800 mL) was added BnBr (500 g, 416.2 mmol) at RT. The mixture was stirred at RT under N2 for 5 hr. The reaction mixture was diluted with H2O (500 mL) and extracted with ethyl acetate (100 mL*3). The organic phase was washed with saturated sodium bicarbonate solution 500 mL, dried over Na2SO4. After concentration, the crude product was purified by silica gel chromatography eluted wit... Reactants: OC(C(N[C@H](C)C1=CC=CC=C1)=O)[C@H](CCCC)NC(OCC1(CCC1)COC1=NC(=NC=C1)Cl)=O ((1-{[(2-chloro-4-pyrimidinyl)oxy]methyl}cyclobutyl)methyl (1S)-1-(1-hydroxy-2-oxo-2-{[(1R)-1-phenylethyl]amino}ethyl)pentylcarbamate), C([O-])(O)=O.[Na+] (sodium bicarbonate), C(C)(=O)OCC.CCCCCC (ethyl acetate hexane), CC(=O)OI1(C=2C=CC=CC2C(=O)O1)(OC(=O)C)OC(=O)C (Dess-Martin periodinane). The solvent is ClCCl (dichloromethane). Reaction conditions: time 15 minute. The product is O=C(C(=O)[C@H](CCCC)NC(OCC1(CCC1)COC1=NC(=NC=C1)Cl)=O)N[C@H](C)C1=CC=CC=C1 ((1-{[(2-chloro-4-pyrimidinyl)oxy]methyl}cyclobutyl)methyl (1S)-1-(oxo{[(1R)-1-phenylethyl]amino}acetyl)pentylcarbamate). Yield: 66.9%. Reaction SMILES: [OH:1][CH:2]([C@@H:14]([NH:19][C:20](=[O:36])[O:21][CH2:22][C:23]1([CH2:27][O:28][C:29]2[CH:34]=[CH:33][N:32]=[C:31]([Cl:35])[N:30]=2)[CH2:26][CH2:25][CH2:24]1)[CH2:15][CH2:16][CH2:17][CH3:18])[C:3](=[O:13])[NH:4][C@@H:5]([C:7]1[CH:12]=[CH:11][CH:10]=[CH:9][CH:8]=1)[CH3:6].C(=O)(O)[O-].[Na+].CC(OI1(OC(C)=O)(OC(C)=O)OC(=O)C2C=CC=CC1=2)=O.C(OCC)(=O)C.CCCCCC>ClCCl>[O:13]=[C:3]([NH:4][C@@H:5]([C:7]1[CH:12]=[CH:11][CH:10]=[CH:9][CH:8]=1)[CH3:6])[C:2]([C@@H:14]([NH:19][C:20](=[O:36])[O:21][CH2:22][C:23]1([CH2:27][O:28][C:29]2[CH:34]=[CH:33][N:32]=[C:31]([Cl:35])[N:30]=2)[CH2:26][CH2:25][CH2:24]1)[CH2:15][CH2:16][CH2:17][CH3:18])=[O:1] |f:1.2,4.5|. Reported procedure: To a solution of 0.150 g (0.289 mmol) of (1-{[(2-chloro-4-pyrimidinyl)oxy]methyl}cyclobutyl)methyl (1S)-1-(1-hydroxy-2-oxo-2-{[(1R)-1-phenylethyl]amino}ethyl)pentylcarbamate in 2.0 mL of dichloromethane was added 0.031 g (0.375 mmol) of sodium bicarbonate followed by the addition of 0.159 g (0.375 mmol) of Dess-Martin periodinane. The reaction was stirred for 15 min and then poured directly onto a column of silica gel eluting with ethyl acetate:hexane (1:1) to afford 0.1 g (67%) of (1-{[(2-chlor... Reactants: C(=C)C1=CC=C(C=C1)B(O)O (4-vinyl-phenyl boronic acid), C(C)(C)(C)P (t-butylphosphine), ClC1=CC=C(C=C1)C=1C=NC=CC1 (3-(4-chloro-phenyl)pyridine), F[K] (fluoro-potassium). The reagents and catalysts are C(C1=CC=CC=C1)=CC(=O)C=CC1=CC=CC=C1.C(C1=CC=CC=C1)=CC(=O)C=CC1=CC=CC=C1.C(C1=CC=CC=C1)=CC(=O)C=CC1=CC=CC=C1.[Pd] (palladium tris(dibenzylidene acetone)). Run in O1CCOCC1 (1,4-dioxane). Run at temperature 80 celsius. Product: C(=C)C1=CC=C(C=C1)C1=CC=C(C=C1)C=1C=NC=CC1 (3-(4′-vinyl-biphenyl-4-yl)pyridine). Isolated yield 47.0%. Reaction SMILES: [CH:1]([C:3]1[CH:8]=[CH:7][C:6](B(O)O)=[CH:5][CH:4]=1)=[CH2:2].Cl[C:13]1[CH:18]=[CH:17][C:16]([C:19]2[CH:20]=[N:21][CH:22]=[CH:23][CH:24]=2)=[CH:15][CH:14]=1.F[K].C(P)(C)(C)C>C(=CC(C=CC1C=CC=CC=1)=O)C1C=CC=CC=1.C(=CC(C=CC1C=CC=CC=1)=O)C1C=CC=CC=1.C(=CC(C=CC1C=CC=CC=1)=O)C1C=CC=CC=1.[Pd].O1CCOCC1>[CH:1]([C:3]1[CH:8]=[CH:7][C:6]([C:13]2[CH:14]=[CH:15][C:16]([C:19]3[CH:20]=[N:21][CH:22]=[CH:23][CH:24]=3)=[CH:17][CH:18]=2)=[CH:5][CH:4]=1)=[CH2:2] |f:4.5.6.7|. Procedure details: This Example was carried out in the same manner as Example 10, except that 23.42 g (0.158 mol) of 4-vinyl-phenyl boronic acid, 20.0 g (0.1055 mol) of 3-(4-chloro-phenyl)pyridine, 500□ of 1,4-dioxane, 27.54 g (0.474 mol, 3.3 equivalent) of fluoro-potassium, 1.69 g (0.0084 mol, 5.3 mol %) of t-butylphosphine [P( t-Bu)3)], and 2.6 g (0.0028 mol, 1.8 mol %) of palladium tris(dibenzylidene acetone) [Pd2(dba)3] were used. Finally, after the resulting solution was heated to reflux at 80° C. for 24 hour...